Dataset: the Open Reaction Database (ORD), a public repository of structured organic reaction records. Task: describe an organic reaction: reactants, conditions, products, and yield Yields the product COc1c(C(C)(C)C)cc(-c2cn(C)c(=O)[nH]c2=O)c2ncc(N3CCC(CNS(C)(=O)=O)C3)cc12. Starting materials: Br, COc1nc(=O)n(C)cc1-c1cc(C(C)(C)C)c(OC)c2cc(N3CCC(CNS(C)(=O)=O)C3)cnc12, CC(=O)O. As a reaction SMILES: [BrH:38].[C:1]([CH3:2])([CH3:3])([CH3:4])[c:5]1[c:6]([O:36][CH3:37])[c:7]2[cH:8][c:9]([N:25]3[CH2:26][CH:27]([CH2:30][NH:31][S:32](=[O:33])(=[O:34])[CH3:35])[CH2:28][CH2:29]3)[cH:10][n:11][c:12]2[c:13](-[c:15]2[c:16]([O:23][CH3:24])[n:17][c:18](=[O:22])[n:19]([CH3:21])[cH:20]2)[cH:14]1.[C:39]([OH:40])(=[O:41])[CH3:42]>>[C:1]([CH3:2])([CH3:3])([CH3:4])[c:5]1[c:6]([O:36][CH3:37])[c:7]2[cH:8][c:9]([N:25]3[CH2:26][CH:27]([CH2:30][NH:31][S:32](=[O:33])(=[O:34])[CH3:35])[CH2:28][CH2:29]3)[cH:10][n:11][c:12]2[c:13](-[c:15]2[c:16](=[O:23])[nH:17][c:18](=[O:22])[n:19]([CH3:21])[cH:20]2)[cH:14]1. Procedure: Beginning with 1.17 gm (5.01 mMol) 4,6-difluoro-7-bromobenzofuran and 1.14 gm (5.26 mMol) 1-benzyl-3,3-dimethyl-4-oxopiperidine, 0.97 gm (52%) of the desired compound were prepared essentially as described in EXAMPLE 19. Reactants: FC1=CC(=C(C2=C1C=CO2)Br)F (4,6-difluoro-7-bromobenzofuran), C(C1=CC=CC=C1)N1CC(C(CC1)=O)(C)C (1-benzyl-3,3-dimethyl-4-oxopiperidine). The yield is 52.1%. The product is C(C1=CC=CC=C1)N1CC(C(CC1)(C1=C(C=C(C=2C=COC21)F)F)O)(C)C (1-benzyl-3,3-dimethyl-4-hydroxy-4-(4,6-difluorobenzofur-7-yl)piperidine). RXN SMILES: [F:1][C:2]1[C:7]2[CH:8]=[CH:9][O:10][C:6]=2[C:5](Br)=[C:4]([F:12])[CH:3]=1.[CH2:13]([N:20]1[CH2:25][CH2:24][C:23](=[O:26])[C:22]([CH3:28])([CH3:27])[CH2:21]1)[C:14]1[CH:19]=[CH:18][CH:17]=[CH:16][CH:15]=1>>[CH2:13]([N:20]1[CH2:25][CH2:24][C:23]([OH:26])([C:5]2[C:6]3[O:10][CH:9]=[CH:8][C:7]=3[C:2]([F:1])=[CH:3][C:4]=2[F:12])[C:22]([CH3:28])([CH3:27])[CH2:21]1)[C:14]1[CH:15]=[CH:16][CH:17]=[CH:18][CH:19]=1.